From a dataset of the Open Reaction Database (ORD), a public repository of structured organic reaction records. describe an organic reaction: reactants, conditions, products, and yield The reactants are CCOC(C)=O, COc1ccc(C(=O)Nc2ccccc2)cc1N, [Na], CN(C)C=O, O=S(=O)(O)c1ccc(N=C=S)cc1. Yields the product COc1ccc(C(=O)Nc2ccccc2)cc1NC(=S)Nc1ccc(S(=O)(=O)O)cc1. Reaction SMILES: [CH3:38][CH2:39][O:40][C:41](=[O:42])[CH3:43].[NH2:1][c:2]1[cH:3][c:4]([C:5](=[O:6])[NH:7][c:8]2[cH:9][cH:10][cH:11][cH:12][cH:13]2)[cH:14][cH:15][c:16]1[O:17][CH3:18].[Na:19].[O:33]=[CH:34][N:35]([CH3:36])[CH3:37].[S:20](=[O:21])(=[O:22])([OH:23])[c:24]1[cH:25][cH:26][c:27]([N:30]=[C:31]=[S:32])[cH:28][cH:29]1>>[NH:1]([c:2]1[cH:3][c:4]([C:5](=[O:6])[NH:7][c:8]2[cH:9][cH:10][cH:11][cH:12][cH:13]2)[cH:14][cH:15][c:16]1[O:17][CH3:18])[C:31]([NH:30][c:27]1[cH:26][cH:25][c:24]([S:20](=[O:21])(=[O:22])[OH:23])[cH:29][cH:28]1)=[S:32]. The reactants are C(C)(C)(C)OC(=O)NC1=C(N=C(S1)C1=C(C=CC=C1F)F)C(=O)O (5-(tert-butoxycarbonylamino)-2-(2,6-difluorophenyl)thiazole-4-carboxylic acid), NC=1C=NC=CC1N1CCN(CC1)C(=O)OC(C)(C)C (tert-butyl 4-(3-aminopyridin-4-yl)piperazine-1-carboxylate). Product: NC1=C(N=C(S1)C1=C(C=CC=C1F)F)C(=O)NC=1C=NC=CC1N1CCNCC1 (5-amino-2-(2,6-difluorophenyl)-N-(4-(piperazin-1-yl)pyridin-3-yl)thiazole-4-carboxamide). Isolated yield 25.0%. Reaction SMILES: C(OC([NH:8][C:9]1[S:13][C:12]([C:14]2[C:19]([F:20])=[CH:18][CH:17]=[CH:16][C:15]=2[F:21])=[N:11][C:10]=1[C:22]([OH:24])=O)=O)(C)(C)C.[NH2:25][C:26]1[CH:27]=[N:28][CH:29]=[CH:30][C:31]=1[N:32]1[CH2:37][CH2:36][N:35](C(OC(C)(C)C)=O)[CH2:34][CH2:33]1>>[NH2:8][C:9]1[S:13][C:12]([C:14]2[C:15]([F:21])=[CH:16][CH:17]=[CH:18][C:19]=2[F:20])=[N:11][C:10]=1[C:22]([NH:25][C:26]1[CH:27]=[N:28][CH:29]=[CH:30][C:31]=1[N:32]1[CH2:37][CH2:36][NH:35][CH2:34][CH2:33]1)=[O:24]. Procedure: Followed the procedure as described in EXAMPLE 1, starting with 5-(tert-butoxycarbonylamino)-2-(2,6-difluorophenyl)thiazole-4-carboxylic acid and tert-butyl 4-(3-aminopyridin-4-yl)piperazine-1-carboxylate. Obtained the desired product as a white solid (27.0 mg, 25%). prepared 1H NMR (400 MHz, DMSO) δ 9.29 (d, J=11.1, 1H), 8.86 (s, 1H), 8.31 (d, J=5.6, 1H), 7.71 (s, 2H), 7.64-7.52 (m, 1H), 7.30 (t, J=8.8, 3H), 3.26 (s, 8H). ESIMS m/z=417.4 (M+1). The reactants are C1CCOC1, CN(C)P(=O)(N(C)C)N(C)C, CN(C)C(=O)Cl, CCCCCCSC(F)=CCO, [H-], [Na+], O. The product is CCCCCCSC(F)=CCOC(=O)N(C)C. RXN SMILES: [CH2:22]1[O:23][CH2:24][CH2:25][CH2:26]1.[CH3:27][N:28]([CH3:29])[P:30]([N:31]([CH3:32])[CH3:33])([N:34]([CH3:35])[CH3:36])=[O:37].[CH3:3][N:4]([C:5](=[O:6])[Cl:7])[CH3:8].[F:9][C:10](=[CH:11][CH2:12][OH:13])[S:14][CH2:15][CH2:16][CH2:17][CH2:18][CH2:19][CH3:20].[H-:1].[Na+:2].[OH2:21]>>[CH3:3][N:4]([C:5](=[O:6])[O:13][CH2:12][CH:11]=[C:10]([F:9])[S:14][CH2:15][CH2:16][CH2:17][CH2:18][CH2:19][CH3:20])[CH3:8]. Reactants: COC(=O)[C@@H]1CSCC2=C(C(O[C@@H](CCC(N1)=S)CO)=O)C(=C(C=C2O)OC)C ((4R,9S)-15-hydroxy-9-hydroxymethyl-13-methoxy-12-methyl-11-oxo-6-thioxo-3,4,5,6,7,8,9,11-octahydro-1H-10,2,5-benzoxathiaazacyclotridecine-4-carboxylic acid methyl ester). Run in CO (methanol), C(C#C)N (prop-2-ynylamine). Run at temperature 50 celsius. The product is C(C#C)NC(=O)[C@@H]1CSCC2=C(C(O[C@@H](CCC(N1)=S)CO)=O)C(=C(C=C2O)OC)C ((4R,9S)-15-hydroxy-9-hydroxymethyl-13-methoxy-12-methyl-11-oxo-6-thioxo-3,4,5,6,7,8,9,11-octahydro-1H-10,2,5-benzoxathiaazacyclotridecine-4-carboxylic acid prop-2-ynylamide). Yield: 50.7%. Reaction SMILES: C[O:2][C:3]([C@H:5]1[NH:17][C:16](=[S:18])[CH2:15][CH2:14][C@@H:13]([CH2:19][OH:20])[O:12][C:11](=[O:21])[C:10]2[C:22]([CH3:29])=[C:23]([O:27][CH3:28])[CH:24]=[C:25]([OH:26])[C:9]=2[CH2:8][S:7][CH2:6]1)=O>CO.C(N)C#C>[CH2:16]([NH:17][C:3]([C@H:5]1[NH:17][C:16](=[S:18])[CH2:15][CH2:14][C@@H:13]([CH2:19][OH:20])[O:12][C:11](=[O:21])[C:10]2[C:22]([CH3:29])=[C:23]([O:27][CH3:28])[CH:24]=[C:25]([OH:26])[C:9]=2[CH2:8][S:7][CH2:6]1)=[O:2])[C:15]#[CH:14]. Procedure details: A solution of 45 mg of the product of Example 12 in a mixture of 1 ml of methanol and 1 ml of prop-2-ynylamine was heated to 50° C. for 5 h. The mixture was evaporated in vacuo and the residual oil was chromatographed on silica gel using ethyl acetate/hexane (1:1, v/v) as eluent. The purified product was crystallized from ethyl acetate/hexane to yield 12 mg of (4R,9S)-15-hydroxy-9-hydroxymethyl-13-methoxy-12-methyl-11-oxo-6-thioxo-3,4,5,6,7,8,9,11-octahydro-1H-10,2,5-benzoxathiaazacyclotridecine... The reactants are C(C1=CC=CC=C1)OC(=O)[C@H](C(C)(C)C)NC([C@H](C\C=C\CCCC1=CC=C(C(=C1)C)C1=CC(=CC=C1)OC)[C@@H]1OC(OC1=O)(C)C)=O ((2R, 4E)-N-{(1S)-1-[(benzyloxy)carbonyl]-2,2-dimethylpropyl}-2-[(4S)-2,2-dimethyl-5-oxo-1,3-dioxolan-4-yl]-5-[(3′-methoxy-2-methylbiphen-4-yl)propyl]pent-4-enamide). The reagents and catalysts are [Pd] (palladium on charcoal). Run in C(C)O (ethanol). Product: C(=O)(O)[C@H](C(C)(C)C)NC([C@H](CCCCCCC1=CC=C(C(=C1)C)C1=CC(=CC=C1)OC)[C@@H]1OC(OC1=O)(C)C)=O ((2R)-N-[(1s)-1-(carboxy)-2,2-dimethylpropyl]-2-[(4S)-2,2-dimethyl-5-oxo-1,3-dioxolan-4-yl]-5-[(3′-methoxy-2-methylbiphen-4-yl)propyl]pentanamide). The yield is 77.7%. As a reaction SMILES: C([O:8][C:9]([C@@H:11]([NH:16][C:17](=[O:48])[C@@H:18]([C@H:40]1[C:44](=[O:45])[O:43][C:42]([CH3:47])([CH3:46])[O:41]1)[CH2:19]/[CH:20]=[CH:21]/[CH2:22][CH2:23][CH2:24][C:25]1[CH:30]=[C:29]([CH3:31])[C:28]([C:32]2[CH:37]=[CH:36][CH:35]=[C:34]([O:38][CH3:39])[CH:33]=2)=[CH:27][CH:26]=1)[C:12]([CH3:15])([CH3:14])[CH3:13])=[O:10])C1C=CC=CC=1>C(O)C.[Pd]>[C:9]([C@@H:11]([NH:16][C:17](=[O:48])[C@@H:18]([C@H:40]1[C:44](=[O:45])[O:43][C:42]([CH3:47])([CH3:46])[O:41]1)[CH2:19][CH2:20][CH2:21][CH2:22][CH2:23][CH2:24][C:25]1[CH:30]=[C:29]([CH3:31])[C:28]([C:32]2[CH:37]=[CH:36][CH:35]=[C:34]([O:38][CH3:39])[CH:33]=2)=[CH:27][CH:26]=1)[C:12]([CH3:15])([CH3:14])[CH3:13])([OH:10])=[O:8]. Procedure details: A solution of (2R, 4E)-N-{(1S)-1-[(benzyloxy)carbonyl]-2,2-dimethylpropyl}-2-[(4S)-2,2-dimethyl-5-oxo-1,3-dioxolan-4-yl]-5-[(3′-methoxy-2-methylbiphen-4-yl)propyl]pent-4-enamide (534 mg, 0.87 mmol) in ethanol (75 mL) was hydrogenated over 10% palladium on charcoal (50 mg) at 3 bar and 20° C. for 5.75 h. The mixture was filtered through Arbocel filter aid, concentrated under reduced pressure and azeotroped with ethyl acetate to give (2R)-N-[(1s)-1-(carboxy)-2,2-dimethylpropyl]-2-[(4S)-2,2-dimethy... RXN SMILES: [CH3:1][c:2]1[nH:3][cH:4][cH:5][n:6]1.[CH3:42][N:43]([CH3:44])[CH:45]=[O:46].[Cl:9][CH2:10][CH2:11][N:12]1[CH2:13][CH2:14][CH:15]([NH:18][c:19]2[n:20][c:21]3[c:22]([n:23]2[CH2:24][c:25]2[cH:26][cH:27][c:28]([F:31])[cH:29][cH:30]2)[cH:32][cH:33][cH:34][cH:35]3)[CH2:16][CH2:17]1.[ClH:7].[ClH:8].[Na+:36].[Na+:37].[O-:38][C:39](=[O:40])[O-:41].[OH2:47]>>[CH3:1][c:2]1[n:3]([CH2:10][CH2:11][N:12]2[CH2:13][CH2:14][CH:15]([NH:18][c:19]3[n:20][c:21]4[c:22]([n:23]3[CH2:24][c:25]3[cH:26][cH:27][c:28]([F:31])[cH:29][cH:30]3)[cH:32][cH:33][cH:34][cH:35]4)[CH2:16][CH2:17]2)[cH:4][cH:5][n:6]1. Yields the product Cc1nccn1CCN1CCC(Nc2nc3ccccc3n2Cc2ccc(F)cc2)CC1. The reactants are Cc1ncc[nH]1, CN(C)C=O, Fc1ccc(Cn2c(NC3CCN(CCCl)CC3)nc3ccccc32)cc1, Cl, Cl, [Na+], [Na+], O=C([O-])[O-], O.